This data is from the Open Reaction Database (ORD), a public repository of structured organic reaction records. The task is: describe an organic reaction: reactants, conditions, products, and yield Reactants: O (water), C[C@H]1[C@H](CCCC1)N1C(NC=2C1=C1C(=NC2)N(C=C1)COCC[Si](C)(C)C)=O (1-[(1S,2R)-2-methylcyclohexyl]-6-{[2-(trimethylsilyl)ethoxy]methyl}-3,6-dihydroimidazo[4,5-d]pyrrolo[2,3-b]pyridin-2(1H)-one), [H-].[Na+] (sodium hydride), BrCC1=CC=C(C#N)C=C1 (4-(bromomethyl)benzonitrile). Run in CCOC(=O)C (EtOAc), CN(C=O)C (N,N-dimethylformamide). Conditions: time 0.5 hour. Yields the product C[C@H]1[C@H](CCCC1)N1C(N(C=2C1=C1C(=NC2)N(C=C1)COCC[Si](C)(C)C)CC1=CC=C(C#N)C=C1)=O (4-({1-[(1S,2R)-2-methylcyclohexyl]-2-oxo-6-{[2-(trimethylsilyl)ethoxy]methyl}-1,6-dihydroimidazo[4,5-d]pyrrolo[2,3-b]pyridin-3(2H)-yl}methyl)benzonitrile). Isolated yield 90.9%. RXN SMILES: [CH3:1][C@@H:2]1[CH2:7][CH2:6][CH2:5][CH2:4][C@@H:3]1[N:8]1[C:12]2=[C:13]3[CH:19]=[CH:18][N:17]([CH2:20][O:21][CH2:22][CH2:23][Si:24]([CH3:27])([CH3:26])[CH3:25])[C:14]3=[N:15][CH:16]=[C:11]2[NH:10][C:9]1=[O:28].[H-].[Na+].Br[CH2:32][C:33]1[CH:40]=[CH:39][C:36]([C:37]#[N:38])=[CH:35][CH:34]=1.O>CN(C)C=O.CCOC(C)=O>[CH3:1][C@@H:2]1[CH2:7][CH2:6][CH2:5][CH2:4][C@@H:3]1[N:8]1[C:12]2=[C:13]3[CH:19]=[CH:18][N:17]([CH2:20][O:21][CH2:22][CH2:23][Si:24]([CH3:27])([CH3:26])[CH3:25])[C:14]3=[N:15][CH:16]=[C:11]2[N:10]([CH2:32][C:33]2[CH:40]=[CH:39][C:36]([C:37]#[N:38])=[CH:35][CH:34]=2)[C:9]1=[O:28] |f:1.2|. Reported procedure: To a solution of 1-[(1S,2R)-2-methylcyclohexyl]-6-{[2-(trimethylsilyl)ethoxy]methyl}-3,6-dihydroimidazo[4,5-d]pyrrolo[2,3-b]pyridin-2(1H)-one (100 mg) in N,N-dimethylformamide (1 mL) was added 60% sodium hydride (13 mg) at 4° C. The mixture was stirred at the same temperature for 0.5 hour. To the mixture was added 4-(bromomethyl)benzonitrile (73 mg) and the solution was stirred at ambient temperature for 1 hour. To the solution was added water and EtOAc. The mixture was extracted with EtOAc and ... Starting materials: ClC=1C=C(C=CC1CC)COC1=CC=NN1C1=NC=CC(=C1)C(=O)O (2-[5-[(3-chloro-4-ethylphenyl)methoxy]pyrazol-1-yl]pyridine-4-carboxylic acid), C(C)#N.O (Acetonitrile Water). The product is ClC=1C=C(C=CC1CC)COC1=CC=NN1C1=NC=CC(=C1)C(=O)OC (methyl 2-[5-[(3-chloro-4-ethylphenyl)methoxy]pyrazol-1-yl]pyridine-4-carboxylate). As a reaction SMILES: [Cl:1][C:2]1[CH:3]=[C:4]([CH2:10][O:11][C:12]2[N:16]([C:17]3[CH:22]=[C:21]([C:23]([OH:25])=[O:24])[CH:20]=[CH:19][N:18]=3)[N:15]=[CH:14][CH:13]=2)[CH:5]=[CH:6][C:7]=1[CH2:8][CH3:9].[C:26](#N)C.O>>[Cl:1][C:2]1[CH:3]=[C:4]([CH2:10][O:11][C:12]2[N:16]([C:17]3[CH:22]=[C:21]([C:23]([O:25][CH3:26])=[O:24])[CH:20]=[CH:19][N:18]=3)[N:15]=[CH:14][CH:13]=2)[CH:5]=[CH:6][C:7]=1[CH2:8][CH3:9] |f:1.2|. Reported procedure: The title compound was prepared from 2-[5-[(3-chloro-4-ethylphenyl)methoxy]pyrazol-1-yl]pyridine-4-carboxylic acid (EXAMPLE 95) according to the procedure for the preparation of Example 62. 1H NMR (400 MHz, CDCl3): δ 1.23 (3H, t, J=7.6 Hz), 2.76 (2H, q, J=7.6 Hz), 3.97 (3H, s), 5.18 (2H, s), 5.75 (1H, s), 7.26 (2H, s), 7.45 (1H, s), 7.58 (1H, s), 7.78 (1H, d, J=8.0 Hz), 8.33 (1H, s), 8.72 (1H, d, J=0.8 Hz). LCMS (mobile phase: 20%-95% Acetonitrile-Water-0.02% NH4OH): purity is >95%, Rt=4.602 min...